From a dataset of the Open Reaction Database (ORD), a public repository of structured organic reaction records. describe an organic reaction: reactants, conditions, products, and yield The reactants are CCNCc1cc(Br)ccc1Oc1cc(CC(=O)OC)ccc1OC, COC(=O)Cl. Yields the product CCN(Cc1cc(Br)ccc1Oc1cc(CC(=O)OC)ccc1OC)C(=O)OC. As a reaction SMILES: [CH3:1][O:2][C:3]([CH2:4][c:5]1[cH:6][c:7]([O:13][c:14]2[c:15]([CH2:21][NH:22][CH2:23][CH3:24])[cH:16][c:17]([Br:20])[cH:18][cH:19]2)[c:8]([O:11][CH3:12])[cH:9][cH:10]1)=[O:25].[Cl:26][C:27](=[O:28])[O:29][CH3:30]>>[CH3:1][O:2][C:3]([CH2:4][c:5]1[cH:6][c:7]([O:13][c:14]2[c:15]([CH2:21][N:22]([CH2:23][CH3:24])[C:27](=[O:28])[O:29][CH3:30])[cH:16][c:17]([Br:20])[cH:18][cH:19]2)[c:8]([O:11][CH3:12])[cH:9][cH:10]1)=[O:25]. Starting materials: C(C)OC(C(=O)C1=C(C=C(C=C1)Cl)C(C1=CC=CC=C1)=O)=O (o-benzoyl-p-chloro-phenylglyoxylic acid ethyl ester), C(C)N(CCN)CC (2-diethylaminoethylamine). Run in C(=O)O (formic acid). The product is Cl.C(C)OC(=O)C=1N(C(=C2C=C(C=CC12)Cl)C1=CC=CC=C1)CCN(CC)CC (5-chloro-2-[2-(diethylamino)ethyl]-3-phenylisoindole-1-carboxylic acid ethyl ester hydrochloride). As a reaction SMILES: [CH2:1]([O:3][C:4](=[O:22])[C:5]([C:7]1[CH:12]=[CH:11][C:10]([Cl:13])=[CH:9][C:8]=1[C:14](=O)[C:15]1[CH:20]=[CH:19][CH:18]=[CH:17][CH:16]=1)=O)[CH3:2].[CH2:23]([N:25]([CH2:29][CH3:30])[CH2:26][CH2:27][NH2:28])[CH3:24]>C(O)=O>[ClH:13].[CH2:1]([O:3][C:4]([C:5]1[N:28]([CH2:27][CH2:26][N:25]([CH2:29][CH3:30])[CH2:23][CH3:24])[C:14]([C:15]2[CH:20]=[CH:19][CH:18]=[CH:17][CH:16]=2)=[C:8]2[C:7]=1[CH:12]=[CH:11][C:10]([Cl:13])=[CH:9]2)=[O:22])[CH3:2] |f:3.4|. Procedure details: In a manner analogous to that described in Example 19, from 0.95 g. of o-benzoyl-p-chloro-phenylglyoxylic acid ethyl ester, 1.05 g. of 2-diethylaminoethylamine and 0.83 g. of formic acid, there is obtained 5-chloro-2-[2-(diethylamino)ethyl]-3-phenylisoindole-1-carboxylic acid ethyl ester hydrochloride; melting point 248°-250° C. (decomposition).